This data is from the Open Reaction Database (ORD), a public repository of structured organic reaction records. The task is: describe an organic reaction: reactants, conditions, products, and yield Reactants: CC(C(=O)[O-])C1CCN2C1=C(C=1C(=CC(=CC21)F)Br)SC2=CC=C(C=C2)Cl ((+/−)-methyl[8-bromo-9-[(4-chlorophenyl)sulfanyl]-6-fluoro-2,3-dihydro-1H-pyrrolo[1,2-a]indol-1-yl]acetate), C1=C(C=CC2=CC=CC=C12)B(O)O (2-naphthylboronic acid). Product: ClC1=CC=C(C=C1)SC1=C2N(C=3C=C(C=C(C13)C1=CC3=CC=CC=C3C=C1)F)CCC2CC(=O)O ((+/−)-[9-[(4-CHLOROPHENYL)THIO]-6-FLUORO-8-(2-NAPHTHYL)-2,3-DIHYDRO-1H-PYRROLO[1,2-a]INDOL-1-YL]ACETIC ACID). RXN SMILES: C[CH:2]([CH:6]1[C:10]2=[C:11]([S:20][C:21]3[CH:26]=[CH:25][C:24]([Cl:27])=[CH:23][CH:22]=3)[C:12]3[C:13](Br)=[CH:14][C:15]([F:18])=[CH:16][C:17]=3[N:9]2[CH2:8][CH2:7]1)[C:3]([O-:5])=[O:4].[CH:28]1[C:37]2[C:32](=[CH:33][CH:34]=[CH:35][CH:36]=2)[CH:31]=[CH:30][C:29]=1B(O)O>>[Cl:27][C:24]1[CH:23]=[CH:22][C:21]([S:20][C:11]2[C:12]3[C:13]([C:30]4[CH:29]=[CH:28][C:37]5[C:32](=[CH:33][CH:34]=[CH:35][CH:36]=5)[CH:31]=4)=[CH:14][C:15]([F:18])=[CH:16][C:17]=3[N:9]3[CH2:8][CH2:7][CH:6]([CH2:2][C:3]([OH:5])=[O:4])[C:10]=23)=[CH:26][CH:25]=1. Procedure: Staring from (+/−)-methyl[8-bromo-9-[(4-chlorophenyl)sulfanyl]-6-fluoro-2,3-dihydro-1H-pyrrolo[1,2-a]indol-1-yl]acetate (Example 7, Step 9) and 2-naphthylboronic acid, the title compound was synthesized following the procedures described in Example 108. Reactants: ClC=1C(C(=C(C(C1Cl)=O)C#N)C#N)=O (2,3-Dichloro-5,6-dicyano-p-benzoquinone), ClC1CC2=CC(=CC=C2CC1)OC (2-Chloro-7-methoxy-3,4-dihydro-2H-naphthalen), C(C)OC(C)=O (acetic acid ethyl ester), C(C)OC(CC1=C(CCC2=CC=C(C=C12)OC)Cl)=O ((2-Chloro-7-methoxy-3,4-dihydro-naphthalen-1-yl)-acetic acid ethyl ester). Solvent: O1CCOCC1 (dioxane), CO (MeOH). Product: C(C)OC(CC1=C(C=CC2=CC=C(C=C12)OC)Cl)=O ((2-Chloro-7-methoxy-naphthalen-1-yl)-acetic acid ethyl ester). Reaction SMILES: ClC1CCC2C(=CC(OC)=CC=2)C1.C(OC(=O)C)C.[CH2:20]([O:22][C:23](=[O:38])[CH2:24][C:25]1[C:34]2[C:29](=[CH:30][CH:31]=[C:32]([O:35][CH3:36])[CH:33]=2)[CH2:28][CH2:27][C:26]=1[Cl:37])[CH3:21].ClC1C(=O)C(C#N)=C(C#N)C(=O)C=1Cl>O1CCOCC1.CO>[CH2:20]([O:22][C:23](=[O:38])[CH2:24][C:25]1[C:34]2[C:29](=[CH:30][CH:31]=[C:32]([O:35][CH3:36])[CH:33]=2)[CH:28]=[CH:27][C:26]=1[Cl:37])[CH3:21]. Procedure details: A mixture of [2-Chloro-7-methoxy-3,4-dihydro-2H-naphthalen-(1 E/Z)-ylidene]-acetic acid ethyl ester and of (2-Chloro-7-methoxy-3,4-dihydro-naphthalen-1-yl)-acetic acid ethyl ester (26.82 g, 95.52 mmol) is dissolved under an atmosphere of argon in dioxane (280 ml). 2,3-Dichloro-5,6-dicyano-p-benzoquinone (DDQ, 47.70 g, 210.16 mmol) is added, and the reaction mixture is refluxed for 2 h. TLC analysis indicates complete conversion of starting material. After cooling to RT, addition of MeOH renders ... The reactants are Cl (hydrogen chloride), C(C)O (ethanol), CS(=O)CSC (Methyl methylsulfinylmethyl sulfide), [OH-].[K+] (potassium hydroxide), )/( Z ), ClC=1SC(=CC1)C=C(SC)S(=O)C (2-chloro-5-(2-methanesulfinyl-2-methylsulfanylvinyl)thiophene), )/( Z ), ClC=1SC(=CC1)C=C(SC)S(=O)C (2-chloro-5-(2-methanesulfinyl-2-methylsulfanylvinyl)thiophene), C(C)O (ethanol). The solvent is CO (methanol). Yields the product ClC1=CC=C(S1)CC(=O)OCC (ethyl (5-chlorothiophen-2-yl)acetate). RXN SMILES: CS(CSC)=O.[OH-:7].[K+].[Cl:9][C:10]1[S:11][C:12]([CH:15]=[C:16](S(C)=O)SC)=[CH:13][CH:14]=1.Cl.[CH2:23]([OH:25])[CH3:24]>CO>[Cl:9][C:10]1[S:11][C:12]([CH2:15][C:16]([O:25][CH2:23][CH3:24])=[O:7])=[CH:13][CH:14]=1 |f:1.2|. Reported procedure: Methyl methylsulfinylmethyl sulfide (5.53 g) and potassium hydroxide (2 g) were added to a solution of 5-chloro-2-thiophenecarboxyaldehyde (6.21 g) in methanol (70 mL), and the reaction solution was stirred with heating under reflux for 21 hours. After leaving to cool to room temperature, the solvent was evaporated under reduced pressure. Methylene chloride was added to the residue, the insoluble matter was removed by filtration, and the solvent was evaporated under reduced pressure. Then, the r... Starting materials: CN(C)C=O, CC(=O)O, CCOC(=O)C(Cl)=C(Cl)C(=O)OCC, N. The product is CCOC(=O)C(N)=C(Cl)C(=O)OCC. RXN SMILES: [CH3:16][N:17]([CH3:18])[CH:19]=[O:20].[CH3:21][C:22](=[O:23])[OH:24].[Cl:1][C:2](=[C:3]([C:4](=[O:5])[O:6][CH2:7][CH3:8])[Cl:9])[C:10](=[O:11])[O:12][CH2:13][CH3:14].[NH3:15]>>[Cl:1][C:2](=[C:3]([C:4](=[O:5])[O:6][CH2:7][CH3:8])[NH2:15])[C:10](=[O:11])[O:12][CH2:13][CH3:14]. The reactants are C1CCOC1, OCC1CCCC1, O=[N+]([O-])c1ncc(Cl)cc1O. Product: O=[N+]([O-])c1ncc(Cl)cc1OCC1CCCC1. As a reaction SMILES: [CH2:19]1[O:20][CH2:21][CH2:22][CH2:23]1.[CH:12]1([CH2:17][OH:18])[CH2:13][CH2:14][CH2:15][CH2:16]1.[Cl:1][c:2]1[cH:3][c:4]([OH:11])[c:5]([N+:8](=[O:9])[O-:10])[n:6][cH:7]1>>[Cl:1][c:2]1[cH:3][c:4]([O:11][CH2:17][CH:12]2[CH2:13][CH2:14][CH2:15][CH2:16]2)[c:5]([N+:8](=[O:9])[O-:10])[n:6][cH:7]1. The reactants are C(C)(C)OC(C)C (diisopropyl ether), BrBr (Bromine), C(C)(=O)C1=NC(=CC=C1)CNC(C)=O (2-acetyl-6-(acetylaminomethyl)pyridine), Cl (hydrogen chloride). The solvent is O1CCOCC1 (dioxane). Product: C(C)(=O)NCC1=NC(=CC=C1)C(CBr)=O (2-(acetylaminomethyl)-6-bromoacetylpyridine). As a reaction SMILES: [Br:1]Br.[C:3]([C:6]1[CH:11]=[CH:10][CH:9]=[C:8]([CH2:12][NH:13][C:14](=[O:16])[CH3:15])[N:7]=1)(=[O:5])[CH3:4].Cl.C(OC(C)C)(C)C>O1CCOCC1>[C:14]([NH:13][CH2:12][C:8]1[CH:9]=[CH:10][CH:11]=[C:6]([C:3](=[O:5])[CH2:4][Br:1])[N:7]=1)(=[O:16])[CH3:15]. Procedure: Bromine (9.9 ml) was added dropwise to a mixture of 2-acetyl-6-(acetylaminomethyl)pyridine (37.0 g) in dioxane (740 ml) and 4N-dioxanic hydrogen chloride (48.1 ml) at ambient temperature with stirring. After the mixture was stirred at 50° C. for 3 hours. To the mixture was added a diisopropyl ether (600 ml) and the mixture was stirred under ice-cooling for 30 minutes. The isolated precipitate was collected by filtration. The precipitate was added to water and the mixture was adjusted to pH 8 wit... The reactants are BrC=1C=C2C(=C(C=NC2=CC1)C(=O)C1CC1)Cl ((6-bromo-4-chloroquinolin-3-yl)(cyclopropyl)methanone), CN(CCOC1=CC=C(C=N1)N)C (6-(2-(dimethylamino)ethoxy)pyridin-3-amine). Yields the product BrC=1C=C2C(=C(C=NC2=CC1)C(=O)C1CC1)NC=1C=NC(=CC1)OCCN(C)C ((6-bromo-4-(6-(2-(dimethylamino)ethoxy)pyridin-3-ylamino)quinolin-3-yl)(cyclopropyl)methanone). Yield: 74.7%. RXN SMILES: [Br:1][C:2]1[CH:3]=[C:4]2[C:9](=[CH:10][CH:11]=1)[N:8]=[CH:7][C:6]([C:12]([CH:14]1[CH2:16][CH2:15]1)=[O:13])=[C:5]2Cl.[CH3:18][N:19]([CH3:30])[CH2:20][CH2:21][O:22][C:23]1[N:28]=[CH:27][C:26]([NH2:29])=[CH:25][CH:24]=1>>[Br:1][C:2]1[CH:3]=[C:4]2[C:9](=[CH:10][CH:11]=1)[N:8]=[CH:7][C:6]([C:12]([CH:14]1[CH2:16][CH2:15]1)=[O:13])=[C:5]2[NH:29][C:26]1[CH:27]=[N:28][C:23]([O:22][CH2:21][CH2:20][N:19]([CH3:30])[CH3:18])=[CH:24][CH:25]=1. Procedure: Following General procedure C, (6-bromo-4-chloroquinolin-3-yl)(cyclopropyl)methanone (311 mg, 1 mmol) was reacted with 6-(2-(dimethylamino)ethoxy)pyridin-3-amine (340 mg, 1.8 mmol) to afford the desired product (340 mg, 75%) as a yellow solid: ESI MS m/z 455 [C22H23BrN4O2+H]+. The reactants are OC1=C(C=C2C(=NC=NC2=C1)N1CCN(CC1)C(=O)OC(C)(C)C)OC (tert-butyl 4-(7-hydroxy-6-methoxyquinazolin-4-yl)piperazinecarboxylate), C(=O)([O-])[O-].[Cs+].[Cs+] (Cs2CO3), ClC(C)OS(=O)(=O)C1=CC=C(C)C=C1 (1-chloroethyl-tosylate), CN(C)C=O (DMF). Conditions: time 8 hour. Product: C(C)(C)(C)OC(=O)N1CCN(CC1)C1=NC=NC2=CC(=C(C=C12)OC)OCCCl (tert-butyl-4-[6-methoxy-7-(2-chloroethoxy)quinazolin-4-yl]piperazinecarboxylate), COC=1C=C2C(=NC=NC2=CC1OCCC1NCCCC1)N1CCNCC1 (6-methoxy-7-(2-piperidylethoxy)-4-piperazinylquinazoline). Yield: 40.0%. Reaction SMILES: [OH:1][C:2]1[CH:11]=[C:10]2[C:5]([C:6]([N:12]3[CH2:17][CH2:16][N:15]([C:18]([O:20][C:21]([CH3:24])([CH3:23])[CH3:22])=[O:19])[CH2:14][CH2:13]3)=[N:7][CH:8]=[N:9]2)=[CH:4][C:3]=1[O:25][CH3:26].C([O-])([O-])=O.[Cs+].[Cs+].[Cl:33][CH:34](OS([C:40]1[CH:46]=[CH:45][C:43]([CH3:44])=[CH:42][CH:41]=1)(=O)=O)[CH3:35].C[N:48](C=O)C>>[C:21]([O:20][C:18]([N:15]1[CH2:16][CH2:17][N:12]([C:6]2[C:5]3[C:10](=[CH:11][C:2]([O:1][CH2:35][CH2:34][Cl:33])=[C:3]([O:25][CH3:26])[CH:4]=3)[N:9]=[CH:8][N:7]=2)[CH2:13][CH2:14]1)=[O:19])([CH3:22])([CH3:23])[CH3:24].[CH3:26][O:25][C:3]1[CH:4]=[C:5]2[C:10](=[CH:11][C:2]=1[O:1][CH2:42][CH2:41][CH:40]1[CH2:46][CH2:45][CH2:43][CH2:44][NH:48]1)[N:9]=[CH:8][N:7]=[C:6]2[N:12]1[CH2:13][CH2:14][NH:15][CH2:16][CH2:17]1 |f:1.2.3|. Reported procedure: To the DMF solution (10 mL) of tert-butyl 4-(7-hydroxy-6-methoxyquinazolin-4-yl)piperazinecarboxylate (1.88 g, 5 mmol), Cs2CO3 (3.3 g, 10 mmol) added 1-chloroethyl-tosylate (1.8 mL, 10 mmol). The mixture was stirred overnight at room temperature. The solvent was evaporated and the crude residue was purified by RP-HPLC to afford the intermediate tert-butyl-4-[6-methoxy-7-(2-chloroethoxy)quinazolin-4-yl]piperazinecarboxylate as the desired product (850 mg, 40%). MS(ES) 423 (M+H) Starting materials: COc1ccc(C(C#N)=Cc2ccc([N+](=O)[O-])cc2)cc1OC, CC(=O)O, [Zn]. Yields the product COc1ccc(C(C#N)=Cc2ccc(N)cc2)cc1OC. Reaction SMILES: [CH3:1][O:2][c:3]1[cH:4][c:5]([C:11]([C:12]#[N:13])=[CH:14][c:15]2[cH:16][cH:17][c:18]([N+:21]([O-:22])=[O:23])[cH:19][cH:20]2)[cH:6][cH:7][c:8]1[O:9][CH3:10].[CH3:24][C:25](=[O:26])[OH:27].[Zn:28]>>[CH3:1][O:2][c:3]1[cH:4][c:5]([C:11]([C:12]#[N:13])=[CH:14][c:15]2[cH:16][cH:17][c:18]([NH2:21])[cH:19][cH:20]2)[cH:6][cH:7][c:8]1[O:9][CH3:10].